Task: describe an organic reaction: reactants, conditions, products, and yield. Dataset: the Open Reaction Database (ORD), a public repository of structured organic reaction records Reactants: NC1=C(C=C2NC(C(NC2=C1)C(=O)OCC)=O)C(F)(F)F (ethyl 7-amino-3-oxo-1,2,3,4-tetrahydro-6-trifluoromethylquinoxaline-2-carboxylate), COC1OC(CC1C=O)OC (2,5-dimethoxytetrahydrofuran-3-aldehyde), O (water). Run in C(C)(=O)O (acetic acid). Reaction conditions: time 1.5 hour. Product: C(=O)C1=CN(C=C1)C1=C(C=C2NC(C(NC2=C1)C(=O)OCC)=O)C(F)(F)F (Ethyl 7-(3-formylpyrrole-1-yl)-3-oxo-1,2,3,4-tetrahydro-6-trifluoromethylquinoxaline-2-carboxylate). Yield: 56.6%. As a reaction SMILES: [NH2:1][C:2]1[CH:11]=[C:10]2[C:5]([NH:6][C:7](=[O:17])[CH:8]([C:12]([O:14][CH2:15][CH3:16])=[O:13])[NH:9]2)=[CH:4][C:3]=1[C:18]([F:21])([F:20])[F:19].C[O:23][CH:24]1[CH:28]([CH:29]=O)[CH2:27][CH:26](OC)O1.O>C(O)(=O)C>[CH:24]([C:28]1[CH:27]=[CH:26][N:1]([C:2]2[CH:11]=[C:10]3[C:5]([NH:6][C:7](=[O:17])[CH:8]([C:12]([O:14][CH2:15][CH3:16])=[O:13])[NH:9]3)=[CH:4][C:3]=2[C:18]([F:21])([F:20])[F:19])[CH:29]=1)=[O:23]. Reported procedure: To a solution of ethyl 7-amino-3-oxo-1,2,3,4-tetrahydro-6-trifluoromethylquinoxaline-2-carboxylate (3.60 g, 11.9 mmol) in acetic acid (60 ml) was added dropwise 2,5-dimethoxytetrahydrofuran-3-aldehyde (2.01 ml, 14.2 mmol) at 50° C., and the mixture was stirred for 1.5 hours at the same temperature. The reaction mixture was poured into water (300 ml), which was extracted with ethyl acetate. After dried over anhydrous sodium sulfate, solvent was distilled off. Methylene chloride was added to the r... As a reaction SMILES: [Cl:1][C:2]1[CH:7]=[CH:6][C:5]([C:8](=[N+:15]([O-:17])[CH3:16])[CH2:9][N:10]2[CH:14]=[CH:13][N:12]=[CH:11]2)=[CH:4][CH:3]=1.[CH2:18]([C:21]1[CH:26]=[CH:25][CH:24]=[CH:23][CH:22]=1)[CH:19]=[CH2:20]>C1(C)C=CC=CC=1>[C:21]1([CH2:18][CH:19]2[O:17][N:15]([CH3:16])[C:8]([C:5]3[CH:6]=[CH:7][C:2]([Cl:1])=[CH:3][CH:4]=3)([CH2:9][N:10]3[CH:14]=[CH:13][N:12]=[CH:11]3)[CH2:20]2)[CH:26]=[CH:25][CH:24]=[CH:23][CH:22]=1. The product is C1(=CC=CC=C1)CC1CC(N(O1)C)(CN1C=NC=C1)C1=CC=C(C=C1)Cl (5-(Phenylmethyl)-3-(4-chlorophenyl)-3-(1H-imidazol-1-ylmethyl)-2-methylisoxazolidine). Procedure: A solution of 7.04 g (0.0282 mol) of 1-(4-chlorophenyl)-2-(1H-imidazol-1-yl)-N-methylethanimine N-oxide (1: R1 =4-Cl) [prepared by reacting 2-(1H-imidazol-1-yl)-4'-chloroacetophenone (45.05 g, 0.204 mol), N-methylhydroxylamine hydrochloride (20.93 g, 0.251 mol), and sodium acetate (41.13 g, 0.502 mol) in 550 ml of ethanol] and 3.95 g (0.0334 mol) of allylbenzene (2: R2 =CH2C6H5) in 100 ml toluene is refluxed for 30 hours under a nitrogen atmosphere. Upon cooling to room temperature, the solvent ... Reactants: ClC1=CC=C(C=C1)C(CN1C=NC=C1)=[N+](C)[O-] (1-(4-chlorophenyl)-2-(1H-imidazol-1-yl)-N-methylethanimine N-oxide), C(C=C)C1=CC=CC=C1 (allylbenzene). Solvent: C1(=CC=CC=C1)C (toluene).